Dataset: the Open Reaction Database (ORD), a public repository of structured organic reaction records. Task: describe an organic reaction: reactants, conditions, products, and yield Starting materials: CCN, Cl, O=C(O)c1cc2c(N3CCOCC3)nc(-c3cccc4[nH]ncc34)nc2s1. Product: CCNC(=O)c1cc2c(N3CCOCC3)nc(-c3cccc4[nH]ncc34)nc2s1. Reaction SMILES: [CH3:28][CH2:29][NH2:30].[ClH:31].[nH:1]1[n:2][cH:3][c:4]2[c:5](-[c:10]3[n:11][c:12]([N:22]4[CH2:23][CH2:24][O:25][CH2:26][CH2:27]4)[c:13]4[c:14]([n:15]3)[s:16][c:17]([C:19](=[O:20])[OH:21])[cH:18]4)[cH:6][cH:7][cH:8][c:9]12>>[nH:1]1[n:2][cH:3][c:4]2[c:5](-[c:10]3[n:11][c:12]([N:22]4[CH2:23][CH2:24][O:25][CH2:26][CH2:27]4)[c:13]4[c:14]([n:15]3)[s:16][c:17]([C:19](=[O:21])[NH:30][CH2:29][CH3:28])[cH:18]4)[cH:6][cH:7][cH:8][c:9]12.